This data is from the Open Reaction Database (ORD), a public repository of structured organic reaction records. The task is: describe an organic reaction: reactants, conditions, products, and yield The reactants are NH4OAc, CCOC(=O)C (EtOAc), ClC1=CSC=2C1=NC(=CC2)C=CC=2C=C(C=CC2)[C@@H](CCC2=C(C=CC=C2)C(C)(C)O)SCC2(CC2)CC(=O)OC (Methyl 1-(((1(R)-(3-(2-(3-chlorothieno[3,2-b]pyridin-5-yl)-ethenyl)phenyl)-3-(2-(1-hydroxy-1-methylethyl)phenyl)propyl)-thio)methyl)cyclopropaneacetate). The solvent is C1CCOC1 (THF), C1CCOC1 (THF). Reaction conditions: time 5 hour. The product is ClC1=CSC=2C1=NC(=CC2)CCC=2C=C(C=CC2)[C@@H](CCC2=C(C=CC=C2)C(C)(C)O)SCC2(CC2)CC(=O)OC (Methyl 1-(((1(R)-(3-(2-(3-chlorothieno[3,2-b]pyridin-5-yl)-ethyl)phenyl)-3-(2-(1-hydroxy-1-methylethyl)phenyl)propyl)thio)methyl)cyclopropaneacetate). The yield is 39.7%. As a reaction SMILES: [Cl:1][C:2]1[C:6]2=[N:7][C:8]([CH:11]=[CH:12][C:13]3[CH:14]=[C:15]([C@H:19]([S:32][CH2:33][C:34]4([CH2:37][C:38]([O:40][CH3:41])=[O:39])[CH2:36][CH2:35]4)[CH2:20][CH2:21][C:22]4[CH:27]=[CH:26][CH:25]=[CH:24][C:23]=4[C:28]([OH:31])([CH3:30])[CH3:29])[CH:16]=[CH:17][CH:18]=3)=[CH:9][CH:10]=[C:5]2[S:4][CH:3]=1.CCOC(C)=O>C1COCC1>[Cl:1][C:2]1[C:6]2=[N:7][C:8]([CH2:11][CH2:12][C:13]3[CH:14]=[C:15]([C@H:19]([S:32][CH2:33][C:34]4([CH2:37][C:38]([O:40][CH3:41])=[O:39])[CH2:36][CH2:35]4)[CH2:20][CH2:21][C:22]4[CH:27]=[CH:26][CH:25]=[CH:24][C:23]=4[C:28]([OH:31])([CH3:30])[CH3:29])[CH:16]=[CH:17][CH:18]=3)=[CH:9][CH:10]=[C:5]2[S:4][CH:3]=1. Procedure details: To a solution of the olefin of Step 18 of Example 1 (270 mg, 0.456 mmol) in THF at 0° C. was added BH3 in THF (1M) (1.36 mL, 1.37 mmol). The mixture was stirred for 5 hr. at room temperature. Addition of 25% aq. NH4OAc and extraction with EtOAc followed by purification by flash chromatography (15% EtOAc in toluene) afforded 110 mg (41%)of the saturated compound. Starting materials: CC(=O)O[BH-](OC(C)=O)OC(C)=O, COC(=O)c1ccnc2c1c(C=O)cn2C(=O)OC(C)(C)C, ClCCl, CC1(N)CCN(C(=O)OC(C)(C)C)CC1, [Na+]. Product: COC(=O)c1ccnc2c1c(CNC1(C)CCN(C(=O)OC(C)(C)C)CC1)cn2C(=O)OC(C)(C)C. Reaction SMILES: [C:38]([O:39][BH-:40]([O:41][C:42](=[O:43])[CH3:44])[O:45][C:46](=[O:47])[CH3:48])(=[O:49])[CH3:50].[CH:1](=[O:2])[c:3]1[cH:4][n:5]([C:16](=[O:17])[O:18][C:19]([CH3:20])([CH3:21])[CH3:22])[c:6]2[n:7][cH:8][cH:9][c:10]([C:12](=[O:13])[O:14][CH3:15])[c:11]12.[Cl:52][CH2:53][Cl:54].[NH2:23][C:24]1([CH3:37])[CH2:25][CH2:26][N:27]([C:30](=[O:31])[O:32][C:33]([CH3:34])([CH3:35])[CH3:36])[CH2:28][CH2:29]1.[Na+:51]>>[CH2:1]([c:3]1[cH:4][n:5]([C:16](=[O:17])[O:18][C:19]([CH3:20])([CH3:21])[CH3:22])[c:6]2[n:7][cH:8][cH:9][c:10]([C:12](=[O:13])[O:14][CH3:15])[c:11]12)[NH:23][C:24]1([CH3:37])[CH2:25][CH2:26][N:27]([C:30](=[O:31])[O:32][C:33]([CH3:34])([CH3:35])[CH3:36])[CH2:28][CH2:29]1. The reactants are C1CCNCC1, CN(C)C=O, CC(C)(C)OC(=O)CN(CCCCC(NC(=O)OCC1c2ccccc2-c2ccccc21)C(=O)O)Cc1nccs1. Product: CC(C)(C)OC(=O)CN(CCCCC(N)C(=O)O)Cc1nccs1. Reaction SMILES: [CH2:1]1[CH2:2][CH2:3][NH:4][CH2:5][CH2:6]1.[O:48]=[CH:49][N:50]([CH3:51])[CH3:52].[cH:7]1[c:8]2[c:20]([cH:21][cH:22][cH:47]1)-[c:15]1[c:14]([cH:19][cH:18][cH:17][cH:16]1)[CH:9]2[CH2:10][O:11][C:12](=[O:13])[NH:23][CH:24]([CH2:25][CH2:26][CH2:27][CH2:28][N:29]([CH2:30][C:31]([O:32][C:33]([CH3:34])([CH3:35])[CH3:36])=[O:37])[CH2:38][c:39]1[s:40][cH:41][cH:42][n:43]1)[C:44](=[O:45])[OH:46]>>[NH2:23][CH:24]([CH2:25][CH2:26][CH2:27][CH2:28][N:29]([CH2:30][C:31]([O:32][C:33]([CH3:34])([CH3:35])[CH3:36])=[O:37])[CH2:38][c:39]1[s:40][cH:41][cH:42][n:43]1)[C:44](=[O:45])[OH:46]. The reactants are CN(C)C=O (DMF), BrC=1C=C(C(=C(C1)CO)Cl)Cl ((5-bromo-2,3-dichlorophenyl)methanol), Cl[Si](C)(C)C(C)(C)C (chloro(1,1-dimethylethyl)dimethylsilane), N1C=NC=C1 (imidazole). Run in CCOCC (ether). Conditions: time 16 hour. Product: BrC=1C=C(C(=C(C1)CO[Si](C)(C)C(C)(C)C)Cl)Cl ({[(5-Bromo-2,3-dichlorophenyl)methyl]oxy}(1,1-dimethylethyl)dimethylsilane). Reaction SMILES: CN(C=O)C.[Br:6][C:7]1[CH:8]=[C:9]([Cl:16])[C:10]([Cl:15])=[C:11]([CH2:13][OH:14])[CH:12]=1.Cl[Si:18]([C:21]([CH3:24])([CH3:23])[CH3:22])([CH3:20])[CH3:19].N1C=CN=C1>CCOCC>[Br:6][C:7]1[CH:8]=[C:9]([Cl:16])[C:10]([Cl:15])=[C:11]([CH2:13][O:14][Si:18]([C:21]([CH3:24])([CH3:23])[CH3:22])([CH3:20])[CH3:19])[CH:12]=1. Procedure: To a DMF (0.34 M) solution of (5-bromo-2,3-dichlorophenyl)methanol (1 eq.) from the previous step was added chloro(1,1-dimethylethyl)dimethylsilane (1.1 eq.) and imidazole (1.5 eq.). The resulting yellow solution was stirred at RT for 16 h. The reaction mixture was then diluted with ether and washed sequentially with 10% aq. HCl, water and brine. The ether extract was dried Na2SO4, filtered and the filtrate concentrated in vacuo to afford the crude title compound as a colorless oil. Starting materials: CC(=O)O, CCO, COC(=O)c1cccc(Cl)c1[N+](=O)[O-], [Fe]. Yields the product COC(=O)c1cccc(Cl)c1N. Reaction SMILES: [C:18]([OH:19])(=[O:20])[CH3:21].[CH3:15][CH2:16][OH:17].[Cl:1][c:2]1[c:3]([N+:12]([O-:13])=[O:14])[c:4]([C:5](=[O:6])[O:7][CH3:8])[cH:9][cH:10][cH:11]1.[Fe:22]>>[Cl:1][c:2]1[c:3]([NH2:12])[c:4]([C:5](=[O:6])[O:7][CH3:8])[cH:9][cH:10][cH:11]1. The yield is 7.5%. Procedure details: Prepared from N-(3-fluoro-4-(2-iodothieno[3,2-b]pyridin-7-yloxy)phenyl)-N-(4-fluorophenyl)cyclopropane-1,1-dicarboxamide (Example 12, Step A, 50 mg, 0.0845 mmol) and N,N-dimethyl-1-(prop-2-ynyl)piperidin-4-amine (Example 20, Step A, 35.1 mg, 0.211 mmol) using the procedure described for Example 6, Step B. The crude was purified by preparative TLC (1 mm thickness, Rf=0.32), eluting with 10% MeOH (containing 7N NH3) in CHCl3. The product was further purified by trituration with 3:1 pentane/DCM (5 ... Starting materials: FC=1C=C(C=CC1OC1=C2C(=NC=C1)C=C(S2)I)N(C(=O)C2(CC2)C(=O)N)C2=CC=C(C=C2)F (N-(3-fluoro-4-(2-iodothieno[3,2-b]pyridin -7-yloxy)phenyl)-N-(4-fluorophenyl)cyclopropane-1,1-dicarboxamide), CN(C1CCN(CC1)CC#C)C (N,N-dimethyl-1-(prop-2-ynyl)piperidin-4-amine). RXN SMILES: [F:1][C:2]1[CH:3]=[C:4]([N:19]([C:28]2[CH:33]=[CH:32][C:31]([F:34])=[CH:30][CH:29]=2)[C:20]([C:22]2([C:25]([NH2:27])=[O:26])[CH2:24][CH2:23]2)=[O:21])[CH:5]=[CH:6][C:7]=1[O:8][C:9]1[CH:14]=[CH:13][N:12]=[C:11]2[CH:15]=[C:16](I)[S:17][C:10]=12.[CH3:35][N:36]([CH3:46])[CH:37]1[CH2:42][CH2:41][N:40]([CH2:43][C:44]#[CH:45])[CH2:39][CH2:38]1>>[CH3:35][N:36]([CH3:46])[CH:37]1[CH2:38][CH2:39][N:40]([CH2:43][C:44]#[C:45][C:16]2[S:17][C:10]3[C:11](=[N:12][CH:13]=[CH:14][C:9]=3[O:8][C:7]3[CH:6]=[CH:5][C:4]([N:19]([C:28]4[CH:29]=[CH:30][C:31]([F:34])=[CH:32][CH:33]=4)[C:20]([C:22]4([C:25]([NH2:27])=[O:26])[CH2:24][CH2:23]4)=[O:21])=[CH:3][C:2]=3[F:1])[CH:15]=2)[CH2:41][CH2:42]1. Yields the product CN(C1CCN(CC1)CC#CC1=CC2=NC=CC(=C2S1)OC1=C(C=C(C=C1)N(C(=O)C1(CC1)C(=O)N)C1=CC=C(C=C1)F)F)C (N-(4-(2-(3-(4-(dimethylamino)piperidin-1-yl)prop-1-ynyl)thieno[3,2-b]pyridin-7-yloxy)-3-fluorophenyl)-N-(4-fluorophenyl)cyclopropane-1,1-dicarboxamide). Reactants: F[B-](F)(F)F, CCN(C(C)C)C(C)C, N=C(N)COCCc1cccc(Cl)c1, O=C(O)c1cc(Cl)cnc1Cl, Cl, CN(C)C(On1nnc2ccccc21)=[N+](C)C. Yields the product N=C(COCCc1cccc(Cl)c1)NC(=O)c1cc(Cl)cnc1Cl. RXN SMILES: [B-:27]([F:28])([F:29])([F:30])[F:31].[CH:49]([N:50]([CH2:51][CH3:52])[CH:53]([CH3:54])[CH3:55])([CH3:56])[CH3:57].[Cl:13][c:14]1[cH:15][c:16]([CH2:20][CH2:21][O:22][CH2:23][C:24](=[NH:25])[NH2:26])[cH:17][cH:18][cH:19]1.[Cl:1][c:2]1[c:3]([C:4](=[O:5])[OH:6])[cH:7][c:8]([Cl:11])[cH:9][n:10]1.[ClH:12].[n:32]1([O:33][C:34]([N:35]([CH3:36])[CH3:37])=[N+:38]([CH3:39])[CH3:40])[c:41]2[cH:42][cH:43][cH:44][cH:45][c:46]2[n:47][n:48]1>>[Cl:1][c:2]1[c:3]([C:4](=[O:6])[NH:26][C:24]([CH2:23][O:22][CH2:21][CH2:20][c:16]2[cH:15][c:14]([Cl:13])[cH:19][cH:18][cH:17]2)=[NH:25])[cH:7][c:8]([Cl:11])[cH:9][n:10]1. Starting materials: CC[Si](CC)(CC)OS(=O)(=O)C(F)(F)F, ClCCl, CCC(O)C(C)C(=O)N(C)OC, Cc1cccc(C)n1. Yields the product CCC(O[Si](CC)(CC)CC)C(C)C(=O)N(C)OC. RXN SMILES: [CH2:21]([CH3:22])[Si:23]([CH2:24][CH3:25])([CH2:26][CH3:27])[O:28][S:29]([C:30]([F:31])([F:32])[F:33])(=[O:34])=[O:35].[Cl:36][CH2:37][Cl:38].[OH:1][CH:2]([CH:3]([C:4](=[O:5])[N:6]([CH3:7])[O:8][CH3:9])[CH3:10])[CH2:11][CH3:12].[n:13]1[c:14]([CH3:15])[cH:16][cH:17][cH:18][c:19]1[CH3:20]>>[O:1]([CH:2]([CH:3]([C:4](=[O:5])[N:6]([CH3:7])[O:8][CH3:9])[CH3:10])[CH2:11][CH3:12])[Si:23]([CH2:21][CH3:22])([CH2:24][CH3:25])[CH2:26][CH3:27]. Reactants: COC1=CC=C2C(C(CSC2=C1)(C)C1=CC=C(C=C1)OC)CCCCCC=CC(=O)OC (methyl 8-[7-Methoxy-3-(4-methoxyphenyl)-3-methylthiochroman-4-yl]-2-octenate), [BH4-].[Na+] (sodium borohydride), CCCCCC (n-hexane), O (water). Reagents/catalysts: [Ni] (nickel). Solvent: CO (methanol), O1CCCC1 (tetrahydrofuran), C(C)(=O)OCC (ethyl acetate). Run at time 2 hour. The product is COC1=CC=C2C(C(CSC2=C1)(C)C1=CC=C(C=C1)OC)CCCCCCCC(=O)OC (Methyl 8-[7-methoxy-3-(4-methoxyphenyl)-3-methylthiochroman-4-yl]octanate). Yield: 76.0%. Reaction SMILES: [CH3:1][O:2][C:3]1[CH:12]=[C:11]2[C:6]([CH:7]([CH2:22][CH2:23][CH2:24][CH2:25][CH2:26][CH:27]=[CH:28][C:29]([O:31][CH3:32])=[O:30])[C:8]([C:14]3[CH:19]=[CH:18][C:17]([O:20][CH3:21])=[CH:16][CH:15]=3)([CH3:13])[CH2:9][S:10]2)=[CH:5][CH:4]=1.[BH4-].[Na+].O.CCCCCC>CO.O1CCCC1.[Ni].C(OCC)(=O)C>[CH3:1][O:2][C:3]1[CH:12]=[C:11]2[C:6]([CH:7]([CH2:22][CH2:23][CH2:24][CH2:25][CH2:26][CH2:27][CH2:28][C:29]([O:31][CH3:32])=[O:30])[C:8]([C:14]3[CH:15]=[CH:16][C:17]([O:20][CH3:21])=[CH:18][CH:19]=3)([CH3:13])[CH2:9][S:10]2)=[CH:5][CH:4]=1 |f:1.2|. Procedure: To a solution of methyl 8-[7-Methoxy-3-(4-methoxyphenyl)-3-methylthiochroman-4-yl]-2-octenate (160 mg, 0.34 mmol) in methanol (3 ml) and tetrahydrofuran (1 ml) were added sodium borohydride (129 mg, 3.40 mmol) and nickel (1 ml) chloride hexahydrate (16 mg, 0.068 mmol) at 0° C., which was then stirred at the same temperature for 2 hours. After the reaction was completed, water was added to the reaction mixture, and the resulting mixture was extracted with ethyl acetate. The extract was dried over...